Task: describe an organic reaction: reactants, conditions, products, and yield. Dataset: the Open Reaction Database (ORD), a public repository of structured organic reaction records Starting materials: BrB(Br)Br, ClCCl, COc1c(N)ccc2c(=O)c(-c3ccc(Cl)cc3)c(C(C)C)oc12, O. Yields the product CC(C)c1oc2c(O)c(N)ccc2c(=O)c1-c1ccc(Cl)cc1. As a reaction SMILES: [B:25]([Br:26])([Br:27])[Br:28].[CH2:30]([Cl:31])[Cl:32].[NH2:1][c:2]1[cH:3][cH:4][c:5]2[c:6](=[O:24])[c:7](-[c:17]3[cH:18][cH:19][c:20]([Cl:23])[cH:21][cH:22]3)[c:8]([CH:14]([CH3:15])[CH3:16])[o:9][c:10]2[c:11]1[O:12][CH3:13].[OH2:29]>>[NH2:1][c:2]1[cH:3][cH:4][c:5]2[c:6](=[O:24])[c:7](-[c:17]3[cH:18][cH:19][c:20]([Cl:23])[cH:21][cH:22]3)[c:8]([CH:14]([CH3:15])[CH3:16])[o:9][c:10]2[c:11]1[OH:12]. As a reaction SMILES: [Br:1][CH:2]1[C:3](=[O:4])[O:5][CH2:6][CH2:7]1.[C:16](=[O:17])([O-:18])[O-:19].[CH3:22][C:23](=[O:24])[CH3:25].[Cs+:20].[Cs+:21].[F:8][c:9]1[cH:10][cH:11][c:12]([OH:15])[cH:13][cH:14]1>>[CH:2]1([O:15][c:12]2[cH:11][cH:10][c:9]([F:8])[cH:14][cH:13]2)[C:3](=[O:4])[O:5][CH2:6][CH2:7]1. Reactants: O=C1OCCC1Br, O=C([O-])[O-], CC(C)=O, [Cs+], [Cs+], Oc1ccc(F)cc1. Product: O=C1OCCC1Oc1ccc(F)cc1. The reactants are [OH-].[Na+] (NaOH), C(#N)C1=CC=NC=C1 (p-cyanopyridine), C1(=CC=CC=C1)CC(=O)O (Phenylacetic acid), (NH4)2S2O8, FC(C(=O)O)(F)F (trifluoroacetic acid). Reagents/catalysts: [N+](=O)([O-])[O-].[Ag+] (AgNO3). The solvent is ClC1=CC=CC=C1.O (chlorobenzene water). Run at temperature 50 celsius, time 2 hour. The product is C(C1=CC=CC=C1)C1=NC=CC(=C1)C#N (2-Benzyl-4-cyanopyridine). Isolated yield 60.1%. Reaction SMILES: [C:1]([C:3]1[CH:8]=[CH:7][N:6]=[CH:5][CH:4]=1)#[N:2].[C:9]1([CH2:15]C(O)=O)[CH:14]=[CH:13][CH:12]=[CH:11][CH:10]=1.FC(F)(F)C(O)=O.[OH-].[Na+]>[N+]([O-])([O-])=O.[Ag+].ClC1C=CC=CC=1.O>[CH2:15]([C:5]1[CH:4]=[C:3]([C:1]#[N:2])[CH:8]=[CH:7][N:6]=1)[C:9]1[CH:14]=[CH:13][CH:12]=[CH:11][CH:10]=1 |f:3.4,5.6,7.8|. Reported procedure: p-cyanopyridine (4.00 g, 38.4 mmol) was added to a 1:1 mixture of chlorobenzene/water (750 mL) in a 1 L round-bottom flask. Phenylacetic acid (14.6 g, 107.5 mmol), (NH4)2S2O8 (17.1 g, 74.9 mmol), trifluoroacetic acid (4.38 g, 38.4 mmol) and AgNO3 (0.510 g, 3.0 mmol) were added and the heterogeneous mixture was vigorously stirred at 50° C. for 2 h. The reaction was cooled down to 0° C. and 8 M NaOH was added slowly until pH 9-10. The mixture was filtered through Celite and extracted with EtOAc (×... Reactants: CN(C)C=O (DMF), OC1=CC=C(C=C1)B(O)O (4-hydroxyphenylboronic acid), IC=1C(=NOC1C)C(=O)OCC (ethyl 4-iodo-5-methyl-1,2-oxazole-3-carboxylate), C([O-])(O)=O.[Na+] (sodium bicarbonate). The reagents and catalysts are C1=CC=C(C=C1)P(C2=CC=CC=C2)C3=CC=CC=C3.C1=CC=C(C=C1)P(C2=CC=CC=C2)C3=CC=CC=C3.Cl[Pd]Cl (bis(triphenylphosphine)palladium (II) chloride). Solvent: O (water). Reaction conditions: temperature 95 celsius. Yields the product OC1=CC=C(C=C1)C=1C(=NOC1C)C(=O)OCC (Ethyl 4-(4-hydroxyphenyl)-5-methyl-1,2-oxazole-3-carboxylate). Yield: 57.8%. As a reaction SMILES: CN(C=O)C.[OH:6][C:7]1[CH:12]=[CH:11][C:10](B(O)O)=[CH:9][CH:8]=1.I[C:17]1[C:18]([C:23]([O:25][CH2:26][CH3:27])=[O:24])=[N:19][O:20][C:21]=1[CH3:22].C(=O)(O)[O-].[Na+]>C1C=CC(P(C2C=CC=CC=2)C2C=CC=CC=2)=CC=1.C1C=CC(P(C2C=CC=CC=2)C2C=CC=CC=2)=CC=1.Cl[Pd]Cl.O>[OH:6][C:7]1[CH:12]=[CH:11][C:10]([C:17]2[C:18]([C:23]([O:25][CH2:26][CH3:27])=[O:24])=[N:19][O:20][C:21]=2[CH3:22])=[CH:9][CH:8]=1 |f:3.4,5.6.7|. Procedure details: To a 25 mL RB flask fitted with a magnetic stirrer was charged with DMF (2.5 mL). To the stirred solvent were added 4-hydroxyphenylboronic acid (0.2 g, 0.7 mmol), ethyl 4-iodo-5-methyl-1,2-oxazole-3-carboxylate (0.116 g, 0.8 mmol), sodium bicarbonate (0.18 g, 2.1 mmol) and water (0.08 mL) under argon atmosphere. After addition, the reaction mixture was purged with argon for 15 minutes. To this bis(triphenylphosphine)palladium (II) chloride (0.05 g, 0.07 mmol) was added and purged with argon for ...